Dataset: the Open Reaction Database (ORD), a public repository of structured organic reaction records. Task: describe an organic reaction: reactants, conditions, products, and yield Starting materials: COCN1C(=NC=2C=CC3=C(C2C1=O)C=C(C=C3)COC3=CC=C(C(=O)OCC)C=C3)C (ethyl 4-((1,2-dihydro-2-methoxymethyl-3-methyl-1-oxobenzo[f]quinazolin-9-yl)methoxy)benzoate), Cl (HCl), Cl (HCl). Run in C1CCOC1 (THF), O (water). Conditions: temperature 60 celsius, time 4 hour. The product is CC1=NC=2C=CC3=C(C2C(N1)=O)C=C(C=C3)COC3=CC=C(C(=O)O)C=C3 (4-((1,2-dihydro-3-methyl-1-oxobenzo[f]quinazolin-9-yl)methoxy)benzoic acid). As a reaction SMILES: COC[N:4]1[C:13](=[O:14])[C:12]2[C:11]3[CH:15]=[C:16]([CH2:19][O:20][C:21]4[CH:31]=[CH:30][C:24]([C:25]([O:27]CC)=[O:26])=[CH:23][CH:22]=4)[CH:17]=[CH:18][C:10]=3[CH:9]=[CH:8][C:7]=2[N:6]=[C:5]1[CH3:32].Cl>C1COCC1.O>[CH3:32][C:5]1[NH:4][C:13](=[O:14])[C:12]2[C:11]3[CH:15]=[C:16]([CH2:19][O:20][C:21]4[CH:31]=[CH:30][C:24]([C:25]([OH:27])=[O:26])=[CH:23][CH:22]=4)[CH:17]=[CH:18][C:10]=3[CH:9]=[CH:8][C:7]=2[N:6]=1. Procedure details: A solution of ethyl 4-((1,2-dihydro-2-methoxymethyl-3-methyl-1-oxobenzo[f]quinazolin-9-yl)methoxy)benzoate in THF:1N HCl: concentrated HCl (15:10:1, 26 ml) was stirred at 60° C. overnight. The resulting suspension was diluted with water, concentrated in vacuo to remove the THF, and chilled in an ice bath. The solid was filtered, washed with water, and dried in vacuo at 100° C. The resulting ester was dissolved in 1N NaOH (10 ml) and ethanol (˜3 ml) and stirred at 60° C. for 4 hours. The solution...